This data is from the Open Reaction Database (ORD), a public repository of structured organic reaction records. The task is: describe an organic reaction: reactants, conditions, products, and yield Starting materials: C=C(C)Cc1ccc(-c2ncccc2S(=O)(=O)N(C(=O)OCC(C)C)c2ncc(C)nc2OC)cc1, ClCCl, O=C(OO)c1cccc(Cl)c1. Product: COc1nc(C)cnc1N(C(=O)OCC(C)C)S(=O)(=O)c1cccnc1-c1ccc(CC2(C)CO2)cc1. RXN SMILES: [CH2:12]([CH:13]([CH3:14])[CH3:15])[O:16][C:17](=[O:18])[N:19]([S:20](=[O:21])(=[O:22])[c:23]1[c:24](-[c:29]2[cH:30][cH:31][c:32]([CH2:35][C:36](=[CH2:37])[CH3:38])[cH:33][cH:34]2)[n:25][cH:26][cH:27][cH:28]1)[c:39]1[n:40][cH:41][c:42]([CH3:47])[n:43][c:44]1[O:45][CH3:46].[Cl:48][CH2:49][Cl:50].[OH:1][O:2][C:3]([c:4]1[cH:5][c:6]([Cl:7])[cH:8][cH:9][cH:10]1)=[O:11]>>[O:1]1[C:36]([CH2:35][c:32]2[cH:31][cH:30][c:29](-[c:24]3[c:23]([S:20]([N:19]([C:17]([O:16][CH2:12][CH:13]([CH3:14])[CH3:15])=[O:18])[c:39]4[n:40][cH:41][c:42]([CH3:47])[n:43][c:44]4[O:45][CH3:46])(=[O:21])=[O:22])[cH:28][cH:27][cH:26][n:25]3)[cH:34][cH:33]2)([CH3:38])[CH2:37]1. The reactants are [OH-].[Na+] (sodium hydroxide), C(C)(C)(C)OC(=O)N(C)CC=1C=C(N(C1)S(=O)(=O)C=1C=C(C(=O)OC)C=CC1)C1=CC=CC=C1 (Methyl 3-[(4-{[(tert-butoxycarbonyl)(methyl)amino]methyl}-2-phenyl-1H-pyrrol-1-yl)sulfonyl]benzoate), Cl (hydrochloric acid). The solvent is CO (methanol), O1CCCC1 (tetrahydrofuran). Conditions: temperature 0 celsius, time 1 hour. Yields the product C(C)(C)(C)OC(=O)N(C)CC=1C=C(N(C1)S(=O)(=O)C=1C=C(C(=O)O)C=CC1)C1=CC=CC=C1 (3-[(4-{[(tert-Butoxycarbonyl)(methyl)amino]methyl}-2-phenyl-1H-pyrrol-1-yl)sulfonyl]benzoic acid). The yield is 83.7%. As a reaction SMILES: [C:1]([O:5][C:6]([N:8]([CH2:10][C:11]1[CH:12]=[C:13]([C:29]2[CH:34]=[CH:33][CH:32]=[CH:31][CH:30]=2)[N:14]([S:16]([C:19]2[CH:20]=[C:21]([CH:26]=[CH:27][CH:28]=2)[C:22]([O:24]C)=[O:23])(=[O:18])=[O:17])[CH:15]=1)[CH3:9])=[O:7])([CH3:4])([CH3:3])[CH3:2].[OH-].[Na+].Cl>O1CCCC1.CO>[C:1]([O:5][C:6]([N:8]([CH2:10][C:11]1[CH:12]=[C:13]([C:29]2[CH:30]=[CH:31][CH:32]=[CH:33][CH:34]=2)[N:14]([S:16]([C:19]2[CH:20]=[C:21]([CH:26]=[CH:27][CH:28]=2)[C:22]([OH:24])=[O:23])(=[O:18])=[O:17])[CH:15]=1)[CH3:9])=[O:7])([CH3:4])([CH3:2])[CH3:3] |f:1.2|. Reported procedure: Methyl 3-[(4-{[(tert-butoxycarbonyl)(methyl)amino]methyl}-2-phenyl-1H-pyrrol-1-yl)sulfonyl]benzoate (710 mg) was dissolved in tetrahydrofuran (5 mL) and methanol (3 mL), and 1 mol/L aqueous sodium hydroxide solution (3 mL) was added at 0° C. The mixture was stirred at 0° C. for 1 hr, and at room temperature for 2 hr, cooled again to 0° C., acidified with 1 mol/L hydrochloric acid, and the mixture was extracted with ethyl acetate. The extract was washed with water and saturated brine, dried over ... The reactants are Cn1ccc(C(=O)NCCC(=O)OCc2ccccc2)c1, C1CCOC1. The product is Cn1ccc(C(=O)NCCC(=O)O)c1. RXN SMILES: [CH3:1][n:2]1[cH:3][c:4]([C:7](=[O:8])[NH:9][CH2:10][CH2:11][C:12](=[O:13])[O:14][CH2:15][c:16]2[cH:17][cH:18][cH:19][cH:20][cH:21]2)[cH:5][cH:6]1.[O:22]1[CH2:23][CH2:24][CH2:25][CH2:26]1>>[CH3:1][n:2]1[cH:3][c:4]([C:7](=[O:8])[NH:9][CH2:10][CH2:11][C:12](=[O:13])[OH:14])[cH:5][cH:6]1. Reactants: O=C(Cl)C12CC3CC(CC(C3)C1)C2, O, Oc1ccc2ncccc2c1, c1ccncc1. Yields the product O=C(Oc1ccc2ncccc2c1)C12CC3CC(CC(C3)C1)C2. Reaction SMILES: [C:1]12([C:11](=[O:12])[Cl:13])[CH2:2][CH:3]3[CH2:4][CH:5]([CH2:6][CH:7]([CH2:8]1)[CH2:9]3)[CH2:10]2.[OH2:25].[OH:14][c:15]1[cH:16][c:17]2[cH:18][cH:19][cH:20][n:21][c:22]2[cH:23][cH:24]1.[cH:26]1[cH:27][cH:28][n:29][cH:30][cH:31]1>>[C:1]12([C:11](=[O:12])[O:14][c:15]3[cH:16][c:17]4[cH:18][cH:19][cH:20][n:21][c:22]4[cH:23][cH:24]3)[CH2:2][CH:3]3[CH2:4][CH:5]([CH2:6][CH:7]([CH2:8]1)[CH2:9]3)[CH2:10]2. Reactants: Brc1cccnc1, COc1ccc(CBr)cc1, I, CN(C)C=O, [Zn]. Product: COc1ccc(Cc2cccnc2)cc1. As a reaction SMILES: [Br:12][c:13]1[cH:14][n:15][cH:16][cH:17][cH:18]1.[Br:2][CH2:3][c:4]1[cH:5][cH:6][c:7]([O:10][CH3:11])[cH:8][cH:9]1.[I:1].[O:19]=[CH:20][N:21]([CH3:22])[CH3:23].[Zn:24]>>[CH2:3]([c:4]1[cH:5][cH:6][c:7]([O:10][CH3:11])[cH:8][cH:9]1)[c:13]1[cH:14][n:15][cH:16][cH:17][cH:18]1.